From a dataset of the Open Reaction Database (ORD), a public repository of structured organic reaction records. describe an organic reaction: reactants, conditions, products, and yield Reactants: FC1=NC=CC=C1CO ((2-fluoro-3-pyridinyl)methanol), C1(=CC=CC=C1)P(C1=CC=CC=C1)C1=CC=CC=C1 (triphenylphospine), C(Br)(Br)(Br)Br (carbon tetrabromide), C(Br)(Br)(Br)Br (carbon tetrabromide), C1(=CC=CC=C1)P(C1=CC=CC=C1)C1=CC=CC=C1 (triphenylphospine). Solvent: C(Cl)Cl (DCM). Reaction conditions: time 8 hour. Yields the product BrCC=1C(=NC=CC1)F (3-(bromomethyl)-2-fluoropyridine). The yield is 107.6%. Reaction SMILES: [F:1][C:2]1[C:7]([CH2:8]O)=[CH:6][CH:5]=[CH:4][N:3]=1.C1(P(C2C=CC=CC=2)C2C=CC=CC=2)C=CC=CC=1.C(Br)(Br)(Br)[Br:30]>C(Cl)Cl>[Br:30][CH2:8][C:7]1[C:2]([F:1])=[N:3][CH:4]=[CH:5][CH:6]=1. Reported procedure: To a solution of (2-fluoro-3-pyridinyl)methanol (ASYNCHEM, 505 mg, 3.97 mmol) in dry DCM (15 mL), under N2 atmosphere, were added triphenylphospine (ALDRICH, 1042 mg, 3.97 mmol) and carbon tetrabromide (ALDRICH, 1318 mg, 3.97 mmol) in an ice-water bath. Reaction mixture was stirred at room temperature overnight. 0.3 eq. of carbon tetrabromide (ALDRICH, 409 mg, 1.19 mmol) and 0.3 eq. of triphenylphospine (ALDRICH, 323 mg, 1.19 mmol) were added. Reaction mixture was stirred until starting material... Reactants: C(C)(C)C=1C=CC(=C(C1)N1CC2=C(N=C(N=C2N2[C@@H](CN(CC2)CC(=O)N)C)C2=C3C(=CN(C3=CC=C2)S(=O)(=O)C2=CC=C(C)C=C2)C)CC1)C ((R)-2-(4-(6-(5-isopropyl-2-methylphenyl)-2-(3-methyl-1-tosyl-1H-indol-4-yl)-5,6,7,8-tetrahydropyrido[4,3-d]pyrimidin-4-yl)-3-methylpiperazin-1-yl)acetamide), [OH-].[NH4+] (ammonium hydroxide), [OH-].[K+] (potassium hydroxide). The solvent is C(C)O (ethanol). Run at temperature 100 celsius. The product is C(C)(C)C=1C=CC(=C(C1)N1CC2=C(N=C(N=C2N2[C@@H](CN(CC2)CC(=O)N)C)C2=C3C(=CNC3=CC=C2)C)CC1)C ((R)-2-(4-(6-(5-Isopropyl-2-methylphenyl)-2-(3-methyl-1H-indol-4-yl)-5,6,7,8-tetrahydropyrido[4,3-d]pyrimidin-4-yl)-3-methylpiperazin-1-yl)acetamide). RXN SMILES: [CH:1]([C:4]1[CH:5]=[CH:6][C:7]([CH3:51])=[C:8]([N:10]2[CH2:50][CH2:49][C:13]3[N:14]=[C:15]([C:29]4[CH:37]=[CH:36][CH:35]=[C:34]5[C:30]=4[C:31]([CH3:48])=[CH:32][N:33]5S(C4C=CC(C)=CC=4)(=O)=O)[N:16]=[C:17]([N:18]4[CH2:23][CH2:22][N:21]([CH2:24][C:25]([NH2:27])=[O:26])[CH2:20][C@H:19]4[CH3:28])[C:12]=3[CH2:11]2)[CH:9]=1)([CH3:3])[CH3:2].[OH-].[NH4+].[OH-].[K+]>C(O)C>[CH:1]([C:4]1[CH:5]=[CH:6][C:7]([CH3:51])=[C:8]([N:10]2[CH2:50][CH2:49][C:13]3[N:14]=[C:15]([C:29]4[CH:37]=[CH:36][CH:35]=[C:34]5[C:30]=4[C:31]([CH3:48])=[CH:32][NH:33]5)[N:16]=[C:17]([N:18]4[CH2:23][CH2:22][N:21]([CH2:24][C:25]([NH2:27])=[O:26])[CH2:20][C@H:19]4[CH3:28])[C:12]=3[CH2:11]2)[CH:9]=1)([CH3:3])[CH3:2] |f:1.2,3.4|. Procedure: A mixture of (R)-2-(4-(6-(5-isopropyl-2-methylphenyl)-2-(3-methyl-1-tosyl-1H-indol-4-yl)-5,6,7,8-tetrahydropyrido[4,3-d]pyrimidin-4-yl)-3-methylpiperazin-1-yl)acetamide (0.075 mg, 0.106 mmol), 30% ammonium hydroxide (0.63 mL 15.94 mmol) and potassium hydroxide (0.054 g, 0.956 mmol) in ethanol (3 mL) was heated in a microwave reactor at 100° C. for 1 h. The reaction mixture was concentrated and then filtered before being purified via HPLC (RP C18, 15-85% CH3CN in H2O with 0.1% NH4OH to provide th... The reactants are CC(=O)NC1CCN(CCOc2cc(C)n(-c3ccc(Cl)c(Cl)c3)n2)C1, Cl, [Na+], [OH-], O. The product is Cc1cc(OCCN2CCC(N)C2)nn1-c1ccc(Cl)c(Cl)c1. Reaction SMILES: [Cl:1][c:2]1[cH:3][c:4](-[n:9]2[n:10][c:11]([O:15][CH2:16][CH2:17][N:18]3[CH2:19][CH:20]([NH:23][C:24](=[O:25])[CH3:26])[CH2:21][CH2:22]3)[cH:12][c:13]2[CH3:14])[cH:5][cH:6][c:7]1[Cl:8].[ClH:27].[Na+:29].[OH-:28].[OH2:30]>>[Cl:1][c:2]1[cH:3][c:4](-[n:9]2[n:10][c:11]([O:15][CH2:16][CH2:17][N:18]3[CH2:19][CH:20]([NH2:23])[CH2:21][CH2:22]3)[cH:12][c:13]2[CH3:14])[cH:5][cH:6][c:7]1[Cl:8]. Starting materials: CC1([C@@H](N(C(O1)=O)C1CCN(CC1)C(=O)OC(C)(C)C)C1=CC=CC=C1)C ((S)-tert-butyl 4-(5,5-dimethyl-2-oxo-4-phenyloxazolidin-3-yl)piperidine-1-carboxylate), FC(C(=O)O)(F)F (2,2,2-trifluoroacetic acid). Solvent: C(Cl)Cl (DCM), C(Cl)Cl (DCM). Conditions: time 8 hour. Product: CC1([C@@H](N(C(O1)=O)C1CCNCC1)C1=CC=CC=C1)C ((S)-5,5-dimethyl-4-phenyl-3-(piperidin-4-yl)oxazolidin-2-one). Reaction SMILES: [CH3:1][C:2]1([CH3:27])[O:6][C:5](=[O:7])[N:4]([CH:8]2[CH2:13][CH2:12][N:11](C(OC(C)(C)C)=O)[CH2:10][CH2:9]2)[C@H:3]1[C:21]1[CH:26]=[CH:25][CH:24]=[CH:23][CH:22]=1.FC(F)(F)C(O)=O>C(Cl)Cl>[CH3:1][C:2]1([CH3:27])[O:6][C:5](=[O:7])[N:4]([CH:8]2[CH2:9][CH2:10][NH:11][CH2:12][CH2:13]2)[C@H:3]1[C:21]1[CH:26]=[CH:25][CH:24]=[CH:23][CH:22]=1. Reported procedure: To a 250-mL round-bottomed flask were added (S)-tert-butyl 4-(5,5-dimethyl-2-oxo-4-phenyloxazolidin-3-yl)piperidine-1-carboxylate (4530 mg, 12.10 mmol) and 2,2,2-trifluoroacetic acid (23.16 mL, 302 mmol) in DCM (24.200 mL). The mixture was then stirred at rt overnight. The reaction mixture was concentrated in vacuo. The material thus obtained was dissolved in DCM, and extracted with water (3×). The aqueous layers were combined and the pH of the solution was adjusted to above 8 by adding 35% NH4O...